From a dataset of the Open Reaction Database (ORD), a public repository of structured organic reaction records. describe an organic reaction: reactants, conditions, products, and yield The reactants are OC=1C2=C(N=CN1)C(=CC=N2)C(=O)N (4-hydroxypyrido[3,2-d]pyrimidine-8-carboxamide), Cl.N[C@H](CN(S(=O)(=O)C1=CC=C(C=C1)[N+](=O)[O-])C(C)C)C1=CC(=C(C=C1)F)C(F)(F)F (N—[(S)-2-Amino-2-(4-fluoro-3-trifluoromethyl-phenyl)-ethyl]-N-isopropyl-4-nitro-benzenesulfonamide hydrochloride). Yields the product FC1=C(C=C(C=C1)[C@@H](CNC(C)C)NC=1C2=C(N=CN1)C(=CC=N2)C(=O)N)C(F)(F)F (4-[(S)-1-(4-Fluoro-3-trifluoromethyl-phenyl)-2-isopropylamino-ethylamino]-pyrido[3,2-d]pyrimidine-8-carboxylic acid amide). As a reaction SMILES: O[C:2]1[C:3]2[N:11]=[CH:10][CH:9]=[C:8]([C:12]([NH2:14])=[O:13])[C:4]=2[N:5]=[CH:6][N:7]=1.Cl.[NH2:16][C@@H:17]([C:35]1[CH:40]=[CH:39][C:38]([F:41])=[C:37]([C:42]([F:45])([F:44])[F:43])[CH:36]=1)[CH2:18][N:19]([CH:32]([CH3:34])[CH3:33])S(C1C=CC([N+]([O-])=O)=CC=1)(=O)=O>>[F:41][C:38]1[CH:39]=[CH:40][C:35]([C@H:17]([NH:16][C:2]2[C:3]3[N:11]=[CH:10][CH:9]=[C:8]([C:12]([NH2:14])=[O:13])[C:4]=3[N:5]=[CH:6][N:7]=2)[CH2:18][NH:19][CH:32]([CH3:34])[CH3:33])=[CH:36][C:37]=1[C:42]([F:43])([F:44])[F:45] |f:1.2|. Procedure: Compound 52 was prepared following general synthesis scheme 7 wherein 4-hydroxypyrido[3,2-d]pyrimidine-8-carboxamide (G) was reacted with N—[(S)-2-Amino-2-(4-fluoro-3-trifluoromethyl-phenyl)-ethyl]-N-isopropyl-4-nitro-benzenesulfonamide hydrochloride to give the title compound as a white solid. LC/MS [437 (M+H)]; 1H NMR (400 MHz, Acetonitrile-d3) δ 10.31 (s, 1H), 8.93 (d, 1H), 8.49 (t, 3H), 7.79-7.64 (m, 2H), 7.28 (t, 1H), 6.59 (s, 1H), 5.38 (s, 1H), 3.14 (dt, 2H), 2.89-2.72 (m, 1H), 1.03 (t, 6H... Reported procedure: A mixture of 3-amino-5-(pyridin-4-yl)thiophene-2-carboxamide (0.108 g, 0.500 mmol), 3-pentanone (1.0 mL), p-toluenesulfonic acid monohydrate (0.0096 g, 0.050 mmol) and acetic acid (3.0 mL) was stirred for 3 h at 70° C. The reaction mixture was poured into aqueous sodium hydrogen carbonate (200 mL). Extraction with ethyl acetate (100 mL, 50 mL), washing with aqueous sodium hydrogen carbonate, drying over magnesium sulfate, filtration and concentration at reduced pressure gave a residue, which was... Reactants: C(O)([O-])=O.[Na+] (sodium hydrogen carbonate), NC1=C(SC(=C1)C1=CC=NC=C1)C(=O)N (3-amino-5-(pyridin-4-yl)thiophene-2-carboxamide), CCC(CC)=O (3-pentanone), O.C1(=CC=C(C=C1)S(=O)(=O)O)C (p-toluenesulfonic acid monohydrate). Product: C(C)C1(NC(C2=C(N1)C=C(S2)C2=CC=NC=C2)=O)CC (2,2-diethyl-6-(pyridin-4-yl)-2,3-dihydrothieno[3,2-d]pyrimidin-4(1H)-one). The solvent is C(C)(=O)O (acetic acid). RXN SMILES: [NH2:1][C:2]1[CH:6]=[C:5]([C:7]2[CH:12]=[CH:11][N:10]=[CH:9][CH:8]=2)[S:4][C:3]=1[C:13]([NH2:15])=[O:14].[CH3:16][CH2:17][C:18](=O)[CH2:19][CH3:20].O.C1(C)C=CC(S(O)(=O)=O)=CC=1.C(=O)([O-])O.[Na+]>C(O)(=O)C>[CH2:17]([C:18]1([CH2:19][CH3:20])[NH:1][C:2]2[CH:6]=[C:5]([C:7]3[CH:8]=[CH:9][N:10]=[CH:11][CH:12]=3)[S:4][C:3]=2[C:13](=[O:14])[NH:15]1)[CH3:16] |f:2.3,4.5|. Conditions: temperature 70 celsius, time 3 hour. The yield is 28.0%.